Dataset: the Open Reaction Database (ORD), a public repository of structured organic reaction records. Task: describe an organic reaction: reactants, conditions, products, and yield Starting materials: [BH4-], CO, CNC, [Na+], O=Cc1ncc[nH]1. The product is CN(C)Cc1ncc[nH]1. RXN SMILES: [BH4-:11].[CH3:13][OH:14].[CH3:8][NH:9][CH3:10].[Na+:12].[nH:1]1[c:2]([CH:6]=[O:7])[n:3][cH:4][cH:5]1>>[nH:1]1[c:2]([CH2:6][N:9]([CH3:8])[CH3:10])[n:3][cH:4][cH:5]1. The reactants are [H-].[Na+] (sodium hydride), CN(C)C=O (DMF), BrCCCCCBr (1,5-dibromopentane). Reaction conditions: time 4 hour. The product is O(C1=CC=CC=C1)CCCCCBr (5-phenoxypentyl bromide). Isolated yield 40.0%. RXN SMILES: [H-].[Na+].Br[CH2:4][CH2:5][CH2:6][CH2:7][CH2:8][Br:9].CN([CH:13]=[O:14])C>>[O:14]([CH2:4][CH2:5][CH2:6][CH2:7][CH2:8][Br:9])[C:13]1[CH:8]=[CH:7][CH:6]=[CH:5][CH:4]=1 |f:0.1|. Procedure: To a well-stirred suspension of sodium hydride (15.3 g, 0.32 mol; 50% oil dispersion) in dry DMF (500 ml) containing (25 g, 0.26 mol), was added dropwise 1,5-dibromopentane (122.3 g, 0.53 mol). After the addition was complete, the reaction mixture was stirred at 60°-70° C. for 4 hours. Most of the DMF was next removed under reduced pressure, and the residue was dissolved in ethyl acetate (250 ml). The organic extract was washed successively with a 5% sodium hydroxide solution, water and brine. A... Starting materials: C(CCCCCCC\C=C/CCCCCCCC)(=O)O (oleic acid), N[C@@H](C)C(=O)O (L-alanine). Yields the product C(CCCCCCC\C=C/CCCCCCCC)(=O)N[C@@H](C)C(=O)O (N-oleoyl-L-alanine). As a reaction SMILES: [C:1]([OH:20])(=O)[CH2:2][CH2:3][CH2:4][CH2:5][CH2:6][CH2:7][CH2:8]/[CH:9]=[CH:10]\[CH2:11][CH2:12][CH2:13][CH2:14][CH2:15][CH2:16][CH2:17][CH3:18].[NH2:21][C@H:22]([C:24]([OH:26])=[O:25])[CH3:23]>>[C:1]([NH:21][C@H:22]([C:24]([OH:26])=[O:25])[CH3:23])(=[O:20])[CH2:2][CH2:3][CH2:4][CH2:5][CH2:6][CH2:7][CH2:8]/[CH:9]=[CH:10]\[CH2:11][CH2:12][CH2:13][CH2:14][CH2:15][CH2:16][CH2:17][CH3:18]. Procedure: Prepared as described above in steps 2-4 using oleic acid and L-alanine. (400 MHz, MeOH-d4) δ 0.92 (t, J=5.9 Hz, 3H), 1.27-1.41 (m, 23H), 1.58-1.67 (m, 2H), 2.05 (q, J=5.9 & 12.7 Hz, 4H), 2.23 (t, J=7.8 Hz, 2H), 4.24 (q, J=6.8 & 14.2 Hz, 1H), 5.36 (t, J=4.9 Hz, 2H). Reactants: N1N=CC=C1 (pyrazole), ClC=1N=C(C2=C(N1)SC(=C2)[N+](=O)[O-])NCC2=CC(=CC=C2)[N+](=O)[O-] (2-chloro-6-nitro-4-(3-nitrobenzylamino)-thieno-[2,3-d]-pyrimidine). Yields the product N1(N=CC=C1)C=1N=C(C2=C(N1)SC(=C2)[N+](=O)[O-])NCC2=CC(=CC=C2)[N+](=O)[O-] (2-(pyrazol-1-yl)-6-nitro-4-(3-nitrobenzylamino)-thieno-[2,3-d]-pyrimidine). As a reaction SMILES: [NH:1]1[CH:5]=[CH:4][CH:3]=[N:2]1.Cl[C:7]1[N:8]=[C:9]([NH:19][CH2:20][C:21]2[CH:26]=[CH:25][CH:24]=[C:23]([N+:27]([O-:29])=[O:28])[CH:22]=2)[C:10]2[CH:15]=[C:14]([N+:16]([O-:18])=[O:17])[S:13][C:11]=2[N:12]=1>>[N:1]1([C:7]2[N:8]=[C:9]([NH:19][CH2:20][C:21]3[CH:26]=[CH:25][CH:24]=[C:23]([N+:27]([O-:29])=[O:28])[CH:22]=3)[C:10]3[CH:15]=[C:14]([N+:16]([O-:18])=[O:17])[S:13][C:11]=3[N:12]=2)[CH:5]=[CH:4][CH:3]=[N:2]1. Reported procedure: Following the procedure of Example 97, the reaction of pyrazole with 2-chloro-6-nitro-4-(3-nitrobenzylamino)-thieno-[2,3-d]-pyrimidine gives 2-(pyrazol-1-yl)-6-nitro-4-(3-nitrobenzylamino)-thieno-[2,3-d]-pyrimidine. Starting materials: CCN(CC)Cc1sc(-c2nc(-c3ccc(COS(C)(=O)=O)cc3)no2)cc1C, CO, CCN(CC)Cc1sc(-c2nc(-c3ccc(CCl)cc3)no2)cc1C, N. The product is CCN(CC)Cc1sc(-c2nc(-c3ccc(CN)cc3)no2)cc1C. As a reaction SMILES: [CH2:26]([N:28]([CH2:27][c:29]1[s:30][c:31](-[c:32]2[o:33][n:34][c:35](-[c:36]3[cH:37][cH:38][c:39]([CH2:40][O:41][S:42]([CH3:43])(=[O:44])=[O:45])[cH:46][cH:47]3)[n:48]2)[cH:49][c:50]1[CH3:51])[CH2:52][CH3:53])[CH3:54].[CH3:56][OH:57].[Cl:1][CH2:2][c:3]1[cH:4][cH:5][c:6](-[c:9]2[n:10][o:11][c:12](-[c:14]3[cH:15][c:16]([CH3:25])[c:17]([CH2:19][N:20]([CH2:21][CH3:22])[CH2:23][CH3:24])[s:18]3)[n:13]2)[cH:7][cH:8]1.[NH3:55]>>[CH2:2]([c:3]1[cH:4][cH:5][c:6](-[c:9]2[n:10][o:11][c:12](-[c:14]3[cH:15][c:16]([CH3:25])[c:17]([CH2:19][N:20]([CH2:21][CH3:22])[CH2:23][CH3:24])[s:18]3)[n:13]2)[cH:7][cH:8]1)[NH2:28]. The reactants are C(C)(C)N(CC)C(C)C (Diisopropylethylamine), N1CCOCC1 (morpholine), solution, BrC1=C(C=C(C=C1)S(=O)(=O)Cl)C (4-bromo-3-methyl-benzenesulfonyl chloride). Run in O1CCCC1 (tetrahydrofuran), O1CCCC1 (tetrahydrofuran). Reaction conditions: time 15 minute. Yields the product BrC1=C(C=C(C=C1)S(=O)(=O)N1CCOCC1)C (4-(4-bromo-3-methyl-benzenesulfonyl)-morpholine). As a reaction SMILES: C(N(C(C)C)CC)(C)C.[NH:10]1[CH2:15][CH2:14][O:13][CH2:12][CH2:11]1.[Br:16][C:17]1[CH:22]=[CH:21][C:20]([S:23](Cl)(=[O:25])=[O:24])=[CH:19][C:18]=1[CH3:27]>O1CCCC1>[Br:16][C:17]1[CH:22]=[CH:21][C:20]([S:23]([N:10]2[CH2:15][CH2:14][O:13][CH2:12][CH2:11]2)(=[O:25])=[O:24])=[CH:19][C:18]=1[CH3:27]. Procedure details: Diisopropylethylamine (8.25 mL, 46.4 mmol) was added at 0° C. to a stirred solution of morpholine (1.62 g, 18.5 mmol) in tetrahydrofuran (40 mL) and the reaction mixture was stirred at room temperature for 15 minutes. A 0.1 M solution of 4-bromo-3-methyl-benzenesulfonyl chloride (5.0 g, 19 mmol) in tetrahydrofuran was added at room temperature and the reaction mixture was stirred at room temperature for 2 hours. The solvent was evaporated off under reduced pressure. The residue was diluted with ... The reactants are O (water), [Li]CCCC (n-BuLi), CN1C=NC=C1 (1-methyl-1H-imidazole), BrC=1C=C(C=NC1)C=O (5-bromo-pyridine-3-carbaldehyde). Solvent: C1CCOC1 (THF). Reaction conditions: temperature -78 celsius, time 0.5 hour. Product: BrC=1C=C(C=NC1)C(O)C=1N(C=CN1)C ((5-Bromo-pyridin-3-yl)-(1-methyl-1H-imidazol-2-yl)-methanol). The yield is 78.3%. Reaction SMILES: [Li]CCCC.[CH3:6][N:7]1[CH:11]=[CH:10][N:9]=[CH:8]1.[Br:12][C:13]1[CH:14]=[C:15]([CH:19]=[O:20])[CH:16]=[N:17][CH:18]=1.O>C1COCC1>[Br:12][C:13]1[CH:14]=[C:15]([CH:19]([C:8]2[N:7]([CH3:6])[CH:11]=[CH:10][N:9]=2)[OH:20])[CH:16]=[N:17][CH:18]=1. Procedure: At −78° C., under N2 protection, n-BuLi (0.16 mL, 1.6 M, 1.0 mmol) was added to a solution of 1-methyl-1H-imidazole (82 mg, 1.0 mmol) in THF (10 mL) and the reaction mixture was stirred at −78° C. for 0.5 hour; then, 5-bromo-pyridine-3-carbaldehyde (186 mg, 1.0 mmol) was added to the above solution and stirring continued at −78° C. for additional 2 hours. The reaction mixture was poured into water (5.0 mL) and extracted with EtOAc (2×50 mL). The organic layer was dried over anhy. Na2SO4, filtere... The reactants are COC(=O)c1cc(Br)cc2c1c(C)cn2C(C)C, N#C[Zn]C#N, O=C([O-])[O-], CCOC(C)=O, [Na+], [Na+], CN(C)C=O. The product is COC(=O)c1cc(C#N)cc2c1c(C)cn2C(C)C. Reaction SMILES: [Br:1][c:2]1[cH:3][c:4]([C:15](=[O:16])[O:17][CH3:18])[c:5]2[c:6]([CH3:14])[cH:7][n:8]([CH:11]([CH3:12])[CH3:13])[c:9]2[cH:10]1.[C:19](#[N:20])[Zn:21][C:22]#[N:23].[C:29](=[O:30])([O-:31])[O-:32].[CH3:35][CH2:36][O:37][C:38]([CH3:39])=[O:40].[Na+:33].[Na+:34].[O:24]=[CH:25][N:26]([CH3:27])[CH3:28]>>[c:2]1([C:19]#[N:20])[cH:3][c:4]([C:15](=[O:16])[O:17][CH3:18])[c:5]2[c:6]([CH3:14])[cH:7][n:8]([CH:11]([CH3:12])[CH3:13])[c:9]2[cH:10]1. The reactants are C12(CC3CC(CC(C1)C3)C2)CO (1-adamantanemethanol), FC(C(C(=O)O)=C)(F)F (2-(trifluoromethyl)acrylic acid). Yields the product FC(C(C(=O)OC(C(C)C)OCC12CC3CC(CC(C1)C3)C2)=C)(F)F (1-[(1-adamantyl)methoxy]-2-methylpropyl 2-(trifluoromethyl)acrylate). Isolated yield 67.0%. Reaction SMILES: [C:1]12([CH2:11][OH:12])[CH2:10][CH:5]3[CH2:6][CH:7]([CH2:9][CH:3]([CH2:4]3)[CH2:2]1)[CH2:8]2.[F:13][C:14]([F:21])([F:20])[C:15](=[CH2:19])[C:16]([OH:18])=[O:17]>>[F:13][C:14]([F:21])([F:20])[C:15](=[CH2:19])[C:16]([O:18][CH:2]([O:12][CH2:11][C:1]12[CH2:8][CH:7]3[CH2:6][CH:5]([CH2:4][CH:3]([CH2:9]3)[CH2:2]1)[CH2:10]2)[CH:1]([CH3:10])[CH3:8])=[O:17]. Reported procedure: By following the same procedures as in Examples 1-1-1 to 1-1-3 aside from using 1-adamantanemethanol instead of 2-adamantanol and 2-(trifluoromethyl)acrylic acid instead of methacrylic acid, 1-[(1-adamantyl)methoxy]-2-methylpropyl 2-(trifluoromethyl)acrylate was produced (four step yield 67%).